Dataset: the Open Reaction Database (ORD), a public repository of structured organic reaction records. Task: describe an organic reaction: reactants, conditions, products, and yield Starting materials: FC(OC=1C(=C(C=CC1OC)C=1C=C2COC(C2=CC1)=O)OCOC)F (5-(3-(difluoromethoxy)-4-methoxy-2-(methoxymethoxy)phenyl)isobenzofuran-1(3H)-one), Cl (hydrochloride). Solvent: CO (methanol). Run at temperature 50 celsius. Product: FC(OC=1C(=C(C=CC1OC)C=1C=C2COC(C2=CC1)=O)O)F (5-(3-(Difluoromethoxy)-2-hydroxy-4-methoxyphenyl)isobenzofuran-1(3H)-one). Yield: 69.0%. As a reaction SMILES: [F:1][CH:2]([F:26])[O:3][C:4]1[C:5]([O:22]COC)=[C:6]([C:12]2[CH:13]=[C:14]3[C:18](=[CH:19][CH:20]=2)[C:17](=[O:21])[O:16][CH2:15]3)[CH:7]=[CH:8][C:9]=1[O:10][CH3:11].Cl>CO>[F:26][CH:2]([F:1])[O:3][C:4]1[C:5]([OH:22])=[C:6]([C:12]2[CH:13]=[C:14]3[C:18](=[CH:19][CH:20]=2)[C:17](=[O:21])[O:16][CH2:15]3)[CH:7]=[CH:8][C:9]=1[O:10][CH3:11]. Procedure: To a stirring solution of 5-(3-(difluoromethoxy)-4-methoxy-2-(methoxymethoxy)phenyl)isobenzofuran-1(3H)-one (1 g, 2.7 mmol) in methanol (75 mL) was added concentrated hydrochloride (5 mL) and the reaction mixture was heated to 50° C. for 1 h. The reaction mixture was cooled to RT and concentrated under reduced pressure. The obtained residue was basified with sodium bicarbonate solution and extracted with dichloromethane (3×). The combined dichloromethane layers were washed with brine, dried over...